This data is from the Open Reaction Database (ORD), a public repository of structured organic reaction records. The task is: describe an organic reaction: reactants, conditions, products, and yield Reactants: C(C)OC=1C(C(C1NC1=C(C=CC=C1C)O)=O)=O (3-Ethoxy-4-(2-hydroxy-6-methyl-phenylamino)-cyclobut-3-ene-1,2-dione), C(C)(C)(C)N (t-butylamine). As a reaction SMILES: C(O[C:4]1[C:5](=[O:18])[C:6](=[O:17])[C:7]=1[NH:8][C:9]1[C:14]([CH3:15])=[CH:13][CH:12]=[CH:11][C:10]=1[OH:16])C.[C:19]([NH2:23])([CH3:22])([CH3:21])[CH3:20]>ClCCl>[C:19]([NH:23][C:4]1[C:5](=[O:18])[C:6](=[O:17])[C:7]=1[NH:8][C:9]1[C:14]([CH3:15])=[CH:13][CH:12]=[CH:11][C:10]=1[OH:16])([CH3:22])([CH3:21])[CH3:20]. Procedure: 3-Ethoxy-4-(2-hydroxy-6-methyl-phenylamino)-cyclobut-3-ene-1,2-dione (0.4 g, 1.62mmol) in t-butylamine (4.8mL) and dichloromethane (4.8mL) was allowed to stand at room temperature for 7 days. The slurry was filtered, rinsed with ethyl acetate, and dried. Chromatography with 10% methanol in dichloromethane, followed by trituration with 5% ethyl acetate in hexane gave 3-tert-butylamino-4-(2-hydroxy-6-methyl-phenylamino)-cyclobut-3-ene-1,2-dione, 0.18 g (0.66 mmol, 41%). Conditions: time 7 day. Solvent: ClCCl (dichloromethane). The product is C(C)(C)(C)NC=1C(C(C1NC1=C(C=CC=C1C)O)=O)=O (3-tert-butylamino-4-(2-hydroxy-6-methyl-phenylamino)-cyclobut-3-ene-1,2-dione). Yields the product CCCCOC(=O)C(C1CC1)C(O)(c1ccc(F)cc1)c1ccc(F)cc1. RXN SMILES: [CH2:1]([Li:2])[CH2:3][CH2:4][CH3:5].[CH:6]1([CH2:9][C:10](=[O:11])[O:12][CH2:13][CH2:14][CH2:15][CH3:16])[CH2:7][CH2:8]1.[F:17][c:18]1[cH:19][cH:20][c:21]([C:22](=[O:23])[c:24]2[cH:25][cH:26][c:27]([F:30])[cH:28][cH:29]2)[cH:31][cH:32]1.[O:33]1[CH2:34][CH2:35][CH2:36][CH2:37]1>>[CH:6]1([CH:9]([C:10](=[O:11])[O:12][CH2:13][CH2:14][CH2:15][CH3:16])[C:22]([c:21]2[cH:20][cH:19][c:18]([F:17])[cH:32][cH:31]2)([OH:23])[c:24]2[cH:25][cH:26][c:27]([F:30])[cH:28][cH:29]2)[CH2:7][CH2:8]1. Reactants: [Li]CCCC, CCCCOC(=O)CC1CC1, O=C(c1ccc(F)cc1)c1ccc(F)cc1, C1CCOC1. Reactants: C(C)C1=C(C=C(S1)C(C)=O)C1=CC=CC=C1 (1-(5-ethyl-4-phenyl-thiophen-2-yl)-ethanone), C(C1=CC=C(C=O)C=C1)=O (terephthalaldehyde). The solvent is C(C)O (ethanol), Cl (HCl), C(C)(C)O (isopropanol), O (water). Yields the product C(C)C1=C(C=C(S1)C(C=CC1=CC=C(C=O)C=C1)=O)C1=CC=CC=C1 (4-[3-(5-ethyl-4-phenyl-thiophen-2-yl)-3-oxo-propenyl]-benzaldehyde). The yield is 31.0%. Reaction SMILES: [CH2:1]([C:3]1[S:7][C:6]([C:8](=[O:10])[CH3:9])=[CH:5][C:4]=1[C:11]1[CH:16]=[CH:15][CH:14]=[CH:13][CH:12]=1)[CH3:2].[CH:17](=O)[C:18]1[CH:25]=[CH:24][C:21]([CH:22]=[O:23])=[CH:20][CH:19]=1>C(O)C.Cl.C(O)(C)C.O>[CH2:1]([C:3]1[S:7][C:6]([C:8](=[O:10])[CH:9]=[CH:17][C:18]2[CH:25]=[CH:24][C:21]([CH:22]=[O:23])=[CH:20][CH:19]=2)=[CH:5][C:4]=1[C:11]1[CH:16]=[CH:15][CH:14]=[CH:13][CH:12]=1)[CH3:2]. Reported procedure: A solution of 1-(5-ethyl-4-phenyl-thiophen-2-yl)-ethanone (600 mg, 2.61 mmol) and terephthalaldehyde (874 mg, 6.51 mmol) in ethanol (10 mL) and 5 N HCl in isopropanol (5 mL) is stirred at rt for 3 days. The reaction mixture is diluted with water and extracted with diethyl ether. The organic extract is washed with water and sat. aq. NaHCO3 solution and the solvent is evaporated. The crude product is purified by CC on silica gel eluting with heptane:EA 4:1 to give 4-[3-(5-ethyl-4-phenyl-thiophen-2... Reactants: CC(=O)C (methyl ketone), C(C)C1(CCC(CC1)C(C)C)C(=O)O (1-Ethyl-4-isopropyl-cyclohexanecarboxylic acid), [Li]C (MeLi), ketone, pyrrolidone hydrotribromide. Run in C(C)OCC (ethyl ether), CO (MeOH). Reaction conditions: time 8 hour. Product: BrCC(=O)C1(CCC(CC1)C(C)C)CC (2-bromo-1-(1-ethyl-4-isopropyl-cyclohexyl)-ethanone). Yield: 66.1%. Reaction SMILES: C(C1(C(O)=O)[CH2:8][CH2:7][CH:6]([CH:9]([CH3:11])[CH3:10])[CH2:5][CH2:4]1)C.[Li]C.[CH3:17][C:18]([CH3:20])=[O:19].[CH2:21]1[CH2:26]NC(=O)C1.[Br:27][Br-]Br>C(OCC)C.CO>[Br:27][CH2:17][C:18]([C:20]1([CH2:26][CH3:21])[CH2:4][CH2:5][CH:6]([CH:9]([CH3:10])[CH3:11])[CH2:7][CH2:8]1)=[O:19] |f:3.4|. Reported procedure: 1-Ethyl-4-isopropyl-cyclohexanecarboxylic acid (800 mg, 4.7 mmol) in ethyl ether (about 20 mL) at 0° C. was treated with MeLi (5.5 mL in ethyl ether; 8.8 mmol) and stirred overnight at RT following a method analogous to General Procedure A1 to generate the corresponding methyl ketone (600 mg) after quenching the reaction with water, aq extractive workup, evaporation of the solvent and purification of the crude ketone. The resulting ketone (600 mg, 3 mmol) was treated with pyrrolidone hydrotribro... The reactants are [Al+3], C1CCOC1, [H-], [H-], [H-], [H-], [Li+], COC(=O)C1=C(C)c2cc(N)ccc2CCC1. Yields the product CC1=C(CO)CCCc2ccc(N)cc21. Reaction SMILES: [Al+3:19].[CH2:24]1[O:25][CH2:26][CH2:27][CH2:28]1.[H-:18].[H-:21].[H-:22].[H-:23].[Li+:20].[NH2:1][c:2]1[cH:3][cH:4][c:5]2[c:6]([cH:17]1)[C:7]([CH3:16])=[C:8]([C:12](=[O:13])[O:14][CH3:15])[CH2:9][CH2:10][CH2:11]2>>[NH2:1][c:2]1[cH:3][cH:4][c:5]2[c:6]([cH:17]1)[C:7]([CH3:16])=[C:8]([CH2:12][OH:13])[CH2:9][CH2:10][CH2:11]2.